Task: describe an organic reaction: reactants, conditions, products, and yield. Dataset: the Open Reaction Database (ORD), a public repository of structured organic reaction records Starting materials: FC1=C(C(=O)O)C=C(C=C1)[Si](C)(C)C (2-fluoro-5-trimethylsilyl-benzoic acid), S(=O)(Cl)Cl (thionyl chloride), [N-]=[N+]=[N-].[Na+] (sodium azide). Solvent: O (water). Run at temperature 60 celsius, time 1 hour. Yields the product FC1=C(N)C=C(C=C1)[Si](C)(C)C (2-fluoro-5-trimethylsilyl-aniline). As a reaction SMILES: [F:1][C:2]1[CH:10]=[CH:9][C:8]([Si:11]([CH3:14])([CH3:13])[CH3:12])=[CH:7][C:3]=1C(O)=O.S(Cl)(Cl)=O.[N-:19]=[N+]=[N-].[Na+]>O>[F:1][C:2]1[CH:10]=[CH:9][C:8]([Si:11]([CH3:14])([CH3:13])[CH3:12])=[CH:7][C:3]=1[NH2:19] |f:2.3|. Procedure: A mixture of 2.12 g (10 mmol) of 2-fluoro-5-trimethylsilyl-benzoic acid and 1.78 g (15 mmol) of thionyl chloride is heated 2 hours at 60° C. Then gases and excess of thionyl chloride are removed under reduced pressure. To the crude material dissolved in 10 ml of acetone is added dropwise 6.5 g (10 mmol) of sodium azide in 10 ml of water and the mixture is stirred one hour at 0° C. Acetone is removed under reduced pressure and the acyl azide was extracted with ethyl acetate. The organic phase is ...